From a dataset of the Open Reaction Database (ORD), a public repository of structured organic reaction records. describe an organic reaction: reactants, conditions, products, and yield The reactants are N#CC(O)c1cccc(Oc2ccccc2)c1, CC1(C)C(CC(Cl)(Cl)Cl)C1C(=O)Cl, O, c1ccncc1, c1ccccc1. The product is CC1(C)C(CC(Cl)(Cl)Cl)C1C(=O)OC(C#N)c1cccc(Oc2ccccc2)c1. Reaction SMILES: [C:14](#[N:15])[CH:16]([c:17]1[cH:18][c:19]([O:23][c:24]2[cH:25][cH:26][cH:27][cH:28][cH:29]2)[cH:20][cH:21][cH:22]1)[OH:30].[CH3:1][C:2]1([CH3:13])[CH:3]([C:10](=[O:11])[Cl:12])[CH:4]1[CH2:5][C:6]([Cl:7])([Cl:8])[Cl:9].[OH2:37].[cH:31]1[cH:32][cH:33][n:34][cH:35][cH:36]1.[cH:38]1[cH:39][cH:40][cH:41][cH:42][cH:43]1>>[CH3:1][C:2]1([CH3:13])[CH:3]([C:10](=[O:11])[O:30][CH:16]([C:14]#[N:15])[c:17]2[cH:18][c:19]([O:23][c:24]3[cH:25][cH:26][cH:27][cH:28][cH:29]3)[cH:20][cH:21][cH:22]2)[CH:4]1[CH2:5][C:6]([Cl:7])([Cl:8])[Cl:9]. The reactants are CCOC(=O)Cc1csc(NC(=O)C(CC2CCOCC2)c2ccc3c(c2)N(C)c2ccccc2S3(=O)=O)n1, Cl, [Na+], C1CCOC1, [OH-], O. The product is CN1c2ccccc2S(=O)(=O)c2ccc(C(CC3CCOCC3)C(=O)Nc3nc(CC(=O)O)cs3)cc21. RXN SMILES: [CH3:3][N:4]1[c:5]2[cH:6][cH:7][cH:8][cH:9][c:10]2[S:11](=[O:40])(=[O:41])[c:12]2[cH:13][cH:14][c:15]([CH:18]([C:19](=[O:20])[NH:21][c:22]3[s:23][cH:24][c:25]([CH2:27][C:28](=[O:29])[O:30][CH2:31][CH3:32])[n:26]3)[CH2:33][CH:34]3[CH2:35][CH2:36][O:37][CH2:38][CH2:39]3)[cH:16][c:17]21.[ClH:42].[Na+:2].[O:43]1[CH2:44][CH2:45][CH2:46][CH2:47]1.[OH-:1].[OH2:48]>>[CH3:3][N:4]1[c:5]2[cH:6][cH:7][cH:8][cH:9][c:10]2[S:11](=[O:40])(=[O:41])[c:12]2[cH:13][cH:14][c:15]([CH:18]([C:19](=[O:20])[NH:21][c:22]3[s:23][cH:24][c:25]([CH2:27][C:28](=[O:29])[OH:30])[n:26]3)[CH2:33][CH:34]3[CH2:35][CH2:36][O:37][CH2:38][CH2:39]3)[cH:16][c:17]21. Starting materials: CCN, CCO, Cc1cc(Cl)c2[nH]ncc2n1, O. Yields the product CCNc1cc(C)nc2cn[nH]c12. As a reaction SMILES: [CH3:12][CH2:13][NH2:14].[CH3:15][CH2:16][OH:17].[Cl:1][c:2]1[c:3]2[c:4]([n:5][c:6]([CH3:8])[cH:7]1)[cH:9][n:10][nH:11]2.[OH2:18]>>[c:2]1([NH:14][CH2:13][CH3:12])[c:3]2[c:4]([n:5][c:6]([CH3:8])[cH:7]1)[cH:9][n:10][nH:11]2. Reactants: [N+](=O)([O-])C=1C=CC=C(C1)\C(\CCC)=N\[S@](=O)C(C)(C)C ((R)-2-methyl-propane-2-sulfinic acid [1-(5-nitro-phenyl)-(E)-butylidene]-amide), C(C)(=O)OC (methyl acetate). Yields the product COC(CC(CCC)C1=CC(=CC=C1)[N+](=O)[O-])=O (3-(3-nitro-phenyl)-hexanoic acid methyl ester). RXN SMILES: [N+:1]([C:4]1[CH:5]=[CH:6][CH:7]=[C:8](/[C:10](=N/[S@@](C(C)(C)C)=O)/[CH2:11][CH2:12][CH3:13])[CH:9]=1)([O-:3])=[O:2].[C:21]([O:24][CH3:25])(=[O:23])[CH3:22]>>[CH3:25][O:24][C:21](=[O:23])[CH2:22][CH:10]([C:8]1[CH:7]=[CH:6][CH:5]=[C:4]([N+:1]([O-:3])=[O:2])[CH:9]=1)[CH2:11][CH2:12][CH3:13]. Reported procedure: Starting from (R)-2-methyl-propane-2-sulfinic acid [1-(5-nitro-phenyl)-(E)-butylidene]-amide and methyl acetate, the product (S)-3-(R)-2-methyl-propane-2-sulfinylamino)-3-(3-nitro-phenyl)-hexanoic acid methyl ester was obtained as a white solid. MS (ESI): m/z=371.4 [M+H]+. Reactants: Cc1cc(Br)nc(Br)c1, O=C([O-])[O-], CN(C)C=O, FC(F)(F)c1cc[nH]n1, [K+], [K+]. Yields the product Cc1cc(Br)nc(-n2ccc(C(F)(F)F)n2)c1. Reaction SMILES: [Br:1][c:2]1[n:3][c:4]([Br:9])[cH:5][c:6]([CH3:8])[cH:7]1.[C:19](=[O:20])([O-:21])[O-:22].[CH3:25][N:26]([CH3:27])[CH:28]=[O:29].[F:10][C:11]([c:12]1[n:13][nH:14][cH:15][cH:16]1)([F:17])[F:18].[K+:23].[K+:24]>>[c:2]1(-[n:14]2[n:13][c:12]([C:11]([F:10])([F:17])[F:18])[cH:16][cH:15]2)[n:3][c:4]([Br:9])[cH:5][c:6]([CH3:8])[cH:7]1. Reactants: CCN(CC)Cc1sc(-c2nc(-c3ccc(CCOS(C)(=O)=O)cc3)no2)cc1C, CO, N. The product is CCN(CC)Cc1sc(-c2nc(-c3ccc(CCN)cc3)no2)cc1C. RXN SMILES: [CH2:1]([CH3:2])[N:3]([CH2:4][CH3:5])[CH2:6][c:7]1[c:8]([CH3:30])[cH:9][c:10](-[c:12]2[n:13][c:14](-[c:17]3[cH:18][cH:19][c:20]([CH2:23][CH2:24][O:25][S:26]([CH3:27])(=[O:28])=[O:29])[cH:21][cH:22]3)[n:15][o:16]2)[s:11]1.[CH3:32][OH:33].[NH3:31]>>[CH2:1]([CH3:2])[N:3]([CH2:4][CH3:5])[CH2:6][c:7]1[c:8]([CH3:30])[cH:9][c:10](-[c:12]2[n:13][c:14](-[c:17]3[cH:18][cH:19][c:20]([CH2:23][CH2:24][NH2:31])[cH:21][cH:22]3)[n:15][o:16]2)[s:11]1. The yield is 164.4%. Yields the product FC(CNC=1N=C2C(=NC1N1CCC(CC1)OC1=C(C=C(C=C1)F)F)CN(CC2)S(=O)(=O)C)F (N-(2,2-difluoroethyl)-3-(4-(2,4-difluorophenoxy)piperidin-1-yl)-6-(methylsulfonyl)-5,6,7,8-tetrahydropyrido[3,4-b]pyrazin-2-amine), C(=O)(C(F)(F)F)O (TFA). Procedure details: A solution of N-(2,2-difluoroethyl)-3-(4-(2,4-difluorophenoxyl)piperidin-1-yl)-5,6,7,8-tetrahydropyrido[3,4-b]pyrazin-2-amine TFA salt (17 mg, 0.032 mmol), DIPEA (12.2 mg, 0.095 mmol) and methanesulfonyl chloride (4.9 μL, 0.063 mmol) in DCM (315 μL) was stirred at room temperature overnight. The crude reaction mixture was diluted in DMF, filtered through a hydrophilic PTFE 0.45 μm filter (Millipore® Millex-LCR), and purified via HPLC Method A to give the title compound as a TFA salt (6 mg) as a ... The reactants are OC(=O)C(F)(F)F.FC(CNC=1N=C2C(=NC1N1CCC(CC1)OC1=C(C=C(C=C1)F)F)CNCC2)F (N-(2,2-difluoroethyl)-3-(4-(2,4-difluorophenoxyl)piperidin-1-yl)-5,6,7,8-tetrahydropyrido[3,4-b]pyrazin-2-amine TFA salt), CCN(C(C)C)C(C)C (DIPEA), CS(=O)(=O)Cl (methanesulfonyl chloride). As a reaction SMILES: [OH:1][C:2]([C:4]([F:7])([F:6])[F:5])=[O:3].[F:8][CH:9]([F:37])[CH2:10][NH:11][C:12]1[N:13]=[C:14]2[CH2:36][CH2:35][NH:34][CH2:33][C:15]2=[N:16][C:17]=1[N:18]1[CH2:23][CH2:22][CH:21]([O:24][C:25]2[CH:30]=[CH:29][C:28]([F:31])=[CH:27][C:26]=2[F:32])[CH2:20][CH2:19]1.CCN(C(C)C)C(C)C.[CH3:47][S:48](Cl)(=[O:50])=[O:49]>C(Cl)Cl.CN(C=O)C>[F:37][CH:9]([F:8])[CH2:10][NH:11][C:12]1[N:13]=[C:14]2[CH2:36][CH2:35][N:34]([S:48]([CH3:47])(=[O:50])=[O:49])[CH2:33][C:15]2=[N:16][C:17]=1[N:18]1[CH2:19][CH2:20][CH:21]([O:24][C:25]2[CH:30]=[CH:29][C:28]([F:31])=[CH:27][C:26]=2[F:32])[CH2:22][CH2:23]1.[C:2]([OH:3])([C:4]([F:7])([F:6])[F:5])=[O:1] |f:0.1|. Solvent: C(Cl)Cl (DCM), CN(C)C=O (DMF). Starting materials: ClC=1C(C(=C(C(C1Cl)=O)C#N)C#N)=O (DDQ), Cl.C(C)(=N)N (acetamidine hydrochloride), C(C)(=O)[O-].[Na+] (sodium acetate), C(C)(=O)C(C(=O)NCCC(C1=CC=CC=C1)C1=CC=CC=C1)=CC1=CC(=C(C=C1)Cl)Cl (2-acetyl-3-(3,4-dichlorophenyl)-N-(3,3-diphenylpropyl) acrylamide), ClC=1C(C(=C(C(C1Cl)=O)C#N)C#N)=O (2,3-dichloro-5,6-dicyano-1,4-benzoquinone), ClC=1C(C(=C(C(C1Cl)=O)C#N)C#N)=O (DDQ). The solvent is CN(C)C=O (DMF). Reaction conditions: temperature 100 celsius, time 8 hour. The product is ClC=1C=C(C=CC1Cl)C1=NC(=NC(=C1C(=O)NCCC(C1=CC=CC=C1)C1=CC=CC=C1)C)C (4-(3,4-dichlorophenyl)-2,6-dimethyl-N-(3,3-diphenylpropyl)-5-pyrimidinecarboxamide). Reaction SMILES: [C:1]([C:4](=[CH:23][C:24]1[CH:29]=[CH:28][C:27]([Cl:30])=[C:26]([Cl:31])[CH:25]=1)[C:5]([NH:7][CH2:8][CH2:9][CH:10]([C:17]1[CH:22]=[CH:21][CH:20]=[CH:19][CH:18]=1)[C:11]1[CH:16]=[CH:15][CH:14]=[CH:13][CH:12]=1)=[O:6])(=O)[CH3:2].Cl.[C:33]([NH2:36])(=[NH:35])[CH3:34].C([O-])(=O)C.[Na+].ClC1C(=O)C(C#N)=C(C#N)C(=O)C=1Cl>CN(C=O)C>[Cl:31][C:26]1[CH:25]=[C:24]([C:23]2[C:4]([C:5]([NH:7][CH2:8][CH2:9][CH:10]([C:17]3[CH:22]=[CH:21][CH:20]=[CH:19][CH:18]=3)[C:11]3[CH:16]=[CH:15][CH:14]=[CH:13][CH:12]=3)=[O:6])=[C:1]([CH3:2])[N:36]=[C:33]([CH3:34])[N:35]=2)[CH:29]=[CH:28][C:27]=1[Cl:30] |f:1.2,3.4|. Procedure details: 120 mg (0.265 mmol) of 2-acetyl-3-(3,4-dichlorophenyl)-N-(3,3-diphenylpropyl) acrylamide was dissolved in 5 ml of DMF. 37.6 mg (0.398 mmol) of acetamidine hydrochloride and 26.1 mg of (0.318 mmol) of sodium acetate were added thereto and stirred at 100° C. overnight. After the solvent was evaporated under reduced pressure, the reaction mixture was diluted with ethyl acetate and washed with saturated aqueous sodium chloride solution. The organic layer was dried over anhydrous magnesium sulfate an...